This data is from the Open Reaction Database (ORD), a public repository of structured organic reaction records. The task is: describe an organic reaction: reactants, conditions, products, and yield Reactants: C(#N)C1=NC(=CC=C1)C (2-cyano-6-methylpyridine), C[O-].[Na+] (sodium methoxide), C(C)(=O)O (acetic acid). The solvent is CO (methanol), CO (methanol). Run at time 3 hour. The product is CC1=CC=CC(=N1)C(OC)=N (methyl 6-methyl-2-picoline imidate). RXN SMILES: [C:1]([C:3]1[CH:8]=[CH:7][CH:6]=[C:5]([CH3:9])[N:4]=1)#[N:2].C[O-].[Na+].[C:13](O)(=[O:15])C>CO>[CH3:9][C:5]1[N:4]=[C:3]([C:1](=[NH:2])[O:15][CH3:13])[CH:8]=[CH:7][CH:6]=1 |f:1.2|. Reported procedure: To the solution of 2-cyano-6-methylpyridine (30 g) and methanol (300 ml) was added 28% sodium methoxide solution in methanol (14.7 g). After the solution was left to stand for 3 hours, acetic acid (4.6 g) was added thereto, followed by concentration under reduced pressure. The resultant residue was dissolved in ether (300 ml) and washed with water (100 ml). After the extract was dried over anhydrous magnesium sulfate, it was concentrated under reduced pressure to obtain methyl 6-methyl-2-picolin... Reactants: CCOC(=O)Cc1cnc(-c2ccc(C(CC)(CC)c3ccc(CCC(O)C(C)(C)C)c(C)c3)cc2C)nc1, CO, Cl, [Na+], [OH-]. The product is CCC(CC)(c1ccc(CCC(O)C(C)(C)C)c(C)c1)c1ccc(-c2ncc(CC(=O)O)cn2)c(C)c1. Reaction SMILES: [CH2:3]([CH3:4])[O:5][C:6]([CH2:7][c:8]1[cH:9][n:10][c:11](-[c:14]2[c:15]([CH3:40])[cH:16][c:17]([C:20]([CH2:21][CH3:22])([c:23]3[cH:24][c:25]([CH3:37])[c:26]([CH2:29][CH2:30][CH:31]([C:32]([CH3:33])([CH3:34])[CH3:35])[OH:36])[cH:27][cH:28]3)[CH2:38][CH3:39])[cH:18][cH:19]2)[n:12][cH:13]1)=[O:41].[CH3:43][OH:44].[ClH:42].[Na+:2].[OH-:1]>>[O:5]=[C:6]([CH2:7][c:8]1[cH:9][n:10][c:11](-[c:14]2[c:15]([CH3:40])[cH:16][c:17]([C:20]([CH2:21][CH3:22])([c:23]3[cH:24][c:25]([CH3:37])[c:26]([CH2:29][CH2:30][CH:31]([C:32]([CH3:33])([CH3:34])[CH3:35])[OH:36])[cH:27][cH:28]3)[CH2:38][CH3:39])[cH:18][cH:19]2)[n:12][cH:13]1)[OH:41].